Dataset: the Open Reaction Database (ORD), a public repository of structured organic reaction records. Task: describe an organic reaction: reactants, conditions, products, and yield Starting materials: COC1=C(CN(S(=O)(=O)C2=CC=C3C(=N2)NC=C3C3=C(C=C(C=C3)C(F)(F)F)C3=CC=NN3C)C3=NC=NS3)C=CC(=C1)OC (N-(2,4-dimethoxybenzyl)-3-(2-(1-methyl-1H-pyrazol-5-yl)-4-(trifluoromethyl)phenyl)-N-(1,2,4-thiadiazol-5-yl)-1H-pyrrolo[2,3-b]pyridine-6-sulfonamide), COC1=C(CN(S(=O)(=O)C2=CC=C3C(=N2)NC=C3C3=C(C=C(C=C3)C(F)(F)F)C3=CC=NN3C)C3=NC=NS3)C=CC(=C1)OC (N-(2,4-dimethoxybenzyl)-3-(2-(1-methyl-1H-pyrazol-5-yl)-4-(trifluoromethyl)phenyl)-N-(1,2,4-thiadiazol-5-yl)-1H-pyrrolo[2,3-b]pyridine-6-sulfonamide), CN(C)C=O (DMF), [H-].[Na+] (Sodium hydride), IC (iodomethane). Run in O (water). Conditions: time 45 minute. The product is CN1C=C(C=2C1=NC(=CC2)S(=O)(=O)NC2=NC=NS2)C2=C(C=C(C=C2)C(F)(F)F)C2=CC=NN2C (1-methyl-3-(2-(1-methyl-1H-pyrazol-5-yl)-4-(trifluoromethyl)phenyl)-N-(1,2,4-thiadiazol-5-yl)-1H-pyrrolo[2,3-b]pyridine-6-sulfonamide). Isolated yield 84.0%. RXN SMILES: COC1C=C(OC)C=CC=1C[N:6]([C:35]1[S:39][N:38]=[CH:37][N:36]=1)[S:7]([C:10]1[N:15]=[C:14]2[NH:16][CH:17]=[C:18]([C:19]3[CH:24]=[CH:23][C:22]([C:25]([F:28])([F:27])[F:26])=[CH:21][C:20]=3[C:29]3[N:33]([CH3:34])[N:32]=[CH:31][CH:30]=3)[C:13]2=[CH:12][CH:11]=1)(=[O:9])=[O:8].[CH3:46]N(C=O)C.[H-].[Na+].IC>O>[CH3:46][N:16]1[C:14]2=[N:15][C:10]([S:7]([NH:6][C:35]3[S:39][N:38]=[CH:37][N:36]=3)(=[O:8])=[O:9])=[CH:11][CH:12]=[C:13]2[C:18]([C:19]2[CH:24]=[CH:23][C:22]([C:25]([F:26])([F:28])[F:27])=[CH:21][C:20]=2[C:29]2[N:33]([CH3:34])[N:32]=[CH:31][CH:30]=2)=[CH:17]1 |f:2.3|. Reported procedure: A vial was charged with N-(2,4-dimethoxybenzyl)-3-(2-(1-methyl-1H-pyrazol-5-yl)-4-(trifluoromethyl)phenyl)-N-(1,2,4-thiadiazol-5-yl)-1H-pyrrolo[2,3-b]pyridine-6-sulfonamide (Intermediate J) (77.2 mg, 0.118 mmol) and DMF (1 mL) to give a clear solution. Sodium hydride (60% in mineral oil) (7.06 mg, 0.177 mmol) was added in one portion to give a bright yellow mixture. The mixture was stirred for 45 min, then iodomethane (14.72 μl, 0.235 mmol) was added. After stirring for an additional 1 h, the mi... The reactants are C(C)OC(=O)C=1NC=C2C1NC=1CN(CC(C1C2C=2OC(=CC2)SC2=NC1=C(N2)C=CC(=C1)F)=O)OC(C)(C)C (6-tert-butyloxy-9-[5-(5-fluoro-1H-benzimidazol-2-ylsulfanyl)-furan-2-yl]-8-oxo-2,4,5,7,8,9-hexahydro-pyrrolo[3,4-b]-1,7-naphthyridine-3-carboxylic acid ethyl ester), Cl (HCl). Solvent: O1CCOCC1 (dioxane), O1CCOCC1 (dioxane). Conditions: time 16 hour. Product: Cl.C(C)OC(=O)C=1NC=C2C1NC=1CNCC(C1C2C=2OC(=CC2)SC2=NC1=C(N2)C=CC(=C1)F)=O (9-[5-(5-fluoro-1H-benzimidazol-2-ylsulfanyl)-furan-2-yl]-8-oxo-4,5,6,7,8,9-hexahydro-2H-pyrrolo[3,4-b]-1,7-naphthyridine-3-carboxylic acid ethyl ester hydrochloride). Yield: 95.0%. Reaction SMILES: [CH2:1]([O:3][C:4]([C:6]1[NH:7][CH:8]=[C:9]2[CH:18]([C:19]3[O:20][C:21]([S:24][C:25]4[NH:29][C:28]5[CH:30]=[CH:31][C:32]([F:34])=[CH:33][C:27]=5[N:26]=4)=[CH:22][CH:23]=3)[C:17]3[C:16](=[O:35])[CH2:15][N:14](OC(C)(C)C)[CH2:13][C:12]=3[NH:11][C:10]=12)=[O:5])[CH3:2].[ClH:41]>O1CCOCC1>[ClH:41].[CH2:1]([O:3][C:4]([C:6]1[NH:7][CH:8]=[C:9]2[CH:18]([C:19]3[O:20][C:21]([S:24][C:25]4[NH:29][C:28]5[CH:30]=[CH:31][C:32]([F:34])=[CH:33][C:27]=5[N:26]=4)=[CH:22][CH:23]=3)[C:17]3[C:16](=[O:35])[CH2:15][NH:14][CH2:13][C:12]=3[NH:11][C:10]=12)=[O:5])[CH3:2] |f:3.4|. Reported procedure: A solution of 6-tert-butyloxy-9-[5-(5-fluoro-1H-benzimidazol-2-ylsulfanyl)-furan-2-yl]-8-oxo-2,4,5,7,8,9-hexahydro-pyrrolo[3,4-b]-1,7-naphthyridine-3-carboxylic acid ethyl ester (0.380 g, 0.64 mmol) in dioxane (20 ml) is combined with 4 N HCl in dioxane (2.32 ml) and the mixture is stirred at room temperature for 16 hours. The formed insoluble material is collected by filtration, washed with dioxane (40 ml), pentane (40 ml), diisopropylether (40 ml) and dried under vacuum to yield 323 mg of 9-[5... Starting materials: C(C=C)C1=C(C=CC(=C1)OCC1=CC=CC=C1)O (2-Allyl-4-benzyloxy-phenol), CC(=O)[O-].[Na+] (NaOAc). The solvent is C(C)(=O)OC(C)=O (acetic anhydride). Reaction conditions: temperature 80 celsius. The product is C(C=C)C1=C(C=CC(=C1)OCC1=CC=CC=C1)OC(C)=O (acetic acid-2-allyl-4-benzyloxy-phenyl ester). Isolated yield 650.0%. Reaction SMILES: [CH2:1]([C:4]1[CH:9]=[C:8]([O:10][CH2:11][C:12]2[CH:17]=[CH:16][CH:15]=[CH:14][CH:13]=2)[CH:7]=[CH:6][C:5]=1[OH:18])[CH:2]=[CH2:3].[CH3:19][C:20]([O-])=[O:21].[Na+]>C(OC(=O)C)(=O)C>[CH2:1]([C:4]1[CH:9]=[C:8]([O:10][CH2:11][C:12]2[CH:17]=[CH:16][CH:15]=[CH:14][CH:13]=2)[CH:7]=[CH:6][C:5]=1[O:18][C:20](=[O:21])[CH3:19])[CH:2]=[CH2:3] |f:1.2|. Reported procedure: 2-Allyl-4-benzyloxy-phenol (2.87 g, 12 mmol) was taken up in acetic anhydride (40 ml) and NaOAc (150 mg, 1.8 mmol) was added and the mixture heated 18 hr at 80° C. After cooling, the reaction mixture was evaporated to afford an oil which was partitioned between EtOAc and H2O (100 ml) and the aqueous phase was extracted with EtOAc (100 ml) and the combined organic phases were dried with MgSO4, filtered and evaporated to afford acetic acid-2-allyl-4-benzyloxy-phenyl ester as a pale yellow oil (3.3... Starting materials: CN1CCNCC1, CCO, CCOC(=O)c1cn(C)c2nc(Cl)ncc2c1=O. Yields the product CCOC(=O)c1cn(C)c2nc(N3CCN(C)CC3)ncc2c1=O. RXN SMILES: [CH3:1][N:2]1[CH2:3][CH2:4][NH:5][CH2:6][CH2:7]1.[CH3:26][CH2:27][OH:28].[Cl:8][c:9]1[n:10][cH:11][c:12]2[c:13]([n:14]1)[n:15]([CH3:25])[cH:16][c:17]([C:20](=[O:21])[O:22][CH2:23][CH3:24])[c:18]2=[O:19]>>[CH3:1][N:2]1[CH2:3][CH2:4][N:5]([c:9]2[n:10][cH:11][c:12]3[c:13]([n:14]2)[n:15]([CH3:25])[cH:16][c:17]([C:20](=[O:21])[O:22][CH2:23][CH3:24])[c:18]3=[O:19])[CH2:6][CH2:7]1. Starting materials: CN(CC(OS(C)(=O)=O)c1ccccc1)S(=O)(=O)c1ccccc1, c1ccc2c(c1)SCC21CCNCC1, [Na+], [Na+], O=C([O-])[O-], CN(C)C=O. Yields the product CN(CC(c1ccccc1)N1CCC2(CC1)CSc1ccccc12)S(=O)(=O)c1ccccc1. Reaction SMILES: [CH3:1][S:2]([O:3][CH:6]([CH2:7][N:8]([S:9](=[O:10])(=[O:11])[c:12]1[cH:13][cH:14][cH:15][cH:16][cH:17]1)[CH3:18])[c:19]1[cH:20][cH:21][cH:22][cH:23][cH:24]1)(=[O:4])=[O:5].[NH:25]1[CH2:26][CH2:27][C:28]2([c:29]3[c:30]([cH:33][cH:34][cH:35][cH:36]3)[S:31][CH2:32]2)[CH2:37][CH2:38]1.[Na+:39].[Na+:40].[O-:41][C:42](=[O:43])[O-:44].[O:45]=[CH:46][N:47]([CH3:48])[CH3:49]>>[CH:6]([CH2:7][N:8]([S:9](=[O:10])(=[O:11])[c:12]1[cH:13][cH:14][cH:15][cH:16][cH:17]1)[CH3:18])([c:19]1[cH:20][cH:21][cH:22][cH:23][cH:24]1)[N:25]1[CH2:26][CH2:27][C:28]2([c:29]3[c:30]([cH:33][cH:34][cH:35][cH:36]3)[S:31][CH2:32]2)[CH2:37][CH2:38]1. Starting materials: C(C)(C)(C)OC(=O)N1[C@@H](CC(C1)=NOC)C(=O)O ((2S,4EZ)-1-(tert-butoxycarbonyl)-4-(methoxyimino)-2-pyrrolidinecarboxylic acid), O(C1=CC=CC=C1)CC(=O)Cl (phenoxyacetyl chloride), C1(=CC=CC2=CC=CC=C12)CN (1-naphthylmethylamine). Product: CON=C1C[C@H](N(C1)C(COC1=CC=CC=C1)=O)C(=O)NCC1=CC=CC2=CC=CC=C12 ((2S,4EZ)-4-(methoxyimino)-N-(1-naphthylmethyl)-1-(phenoxyacetyl)-2-pyrrolidinecarboxamide). RXN SMILES: C(O[C:6]([N:8]1[CH2:12][C:11](=[N:13][O:14][CH3:15])[CH2:10][C@H:9]1[C:16]([OH:18])=O)=[O:7])(C)(C)C.[O:19]([CH2:26]C(Cl)=O)[C:20]1[CH:25]=[CH:24][CH:23]=[CH:22][CH:21]=1.[C:30]1([CH2:40][NH2:41])[C:39]2[C:34](=[CH:35][CH:36]=[CH:37][CH:38]=2)[CH:33]=[CH:32][CH:31]=1>>[CH3:15][O:14][N:13]=[C:11]1[CH2:12][N:8]([C:6](=[O:7])[CH2:26][O:19][C:20]2[CH:21]=[CH:22][CH:23]=[CH:24][CH:25]=2)[C@H:9]([C:16]([NH:41][CH2:40][C:30]2[C:39]3[C:34](=[CH:35][CH:36]=[CH:37][CH:38]=3)[CH:33]=[CH:32][CH:31]=2)=[O:18])[CH2:10]1. Procedure: Following the general method as outlined in Example 22, starting from (2S,4EZ)-1-(tert-butoxycarbonyl)-4-(methoxyimino)-2-pyrrolidinecarboxylic acid, phenoxyacetyl chloride, and 1-naphthylmethylamine the title compound was obtained in 99% purity by LC/MS. MS(ESI+): m/z=432.2. The reactants are CCNCC, ClCCl, CC(C)(C)OC(=O)C(CCC(=O)NCCOCCOCCOCCN=[N+]=[N-])NC(=O)OCC1c2ccccc2-c2ccccc21. The product is CC(C)(C)OC(=O)C(N)CCC(=O)NCCOCCOCCOCCN=[N+]=[N-]. Reaction SMILES: [CH2:46]([NH:47][CH2:48][CH3:49])[CH3:50].[CH2:51]([Cl:52])[Cl:53].[N:1](=[N+:2]=[N-:3])[CH2:4][CH2:5][O:6][CH2:7][CH2:8][O:9][CH2:10][CH2:11][O:12][CH2:13][CH2:14][NH:15][C:16](=[O:17])[CH2:18][CH2:19][CH:20]([C:21](=[O:22])[O:23][C:24]([CH3:25])([CH3:26])[CH3:27])[NH:28][C:29]([O:30][CH2:31][CH:32]1[c:33]2[cH:34][cH:35][cH:36][cH:37][c:38]2-[c:39]2[c:40]1[cH:41][cH:42][cH:43][cH:44]2)=[O:45]>>[N:1](=[N+:2]=[N-:3])[CH2:4][CH2:5][O:6][CH2:7][CH2:8][O:9][CH2:10][CH2:11][O:12][CH2:13][CH2:14][NH:15][C:16](=[O:17])[CH2:18][CH2:19][CH:20]([C:21](=[O:22])[O:23][C:24]([CH3:25])([CH3:26])[CH3:27])[NH2:28]. The reactants are CC(=O)OCCOc1cccc2c1CC(=CCCN1CCC(O)(c3ccc(Cl)cc3)CC1)c1cccnc1O2, CCOC(C)=O, CCO, [Na+], [OH-], O. The product is OCCOc1cccc2c1CC(=CCCN1CCC(O)(c3ccc(Cl)cc3)CC1)c1cccnc1O2. As a reaction SMILES: [C:1](=[O:2])([CH3:3])[O:4][CH2:5][CH2:6][O:7][c:8]1[cH:9][cH:10][cH:11][c:12]2[c:13]1[CH2:14][C:15](=[CH:23][CH2:24][CH2:25][N:26]1[CH2:27][CH2:28][C:29]([OH:32])([c:33]3[cH:34][cH:35][c:36]([Cl:39])[cH:37][cH:38]3)[CH2:30][CH2:31]1)[c:16]1[c:17]([n:18][cH:19][cH:20][cH:21]1)[O:22]2.[CH3:43][CH2:44][O:45][C:46](=[O:47])[CH3:48].[CH3:49][CH2:50][OH:51].[Na+:41].[OH-:40].[OH2:42]>>[OH:4][CH2:5][CH2:6][O:7][c:8]1[cH:9][cH:10][cH:11][c:12]2[c:13]1[CH2:14][C:15](=[CH:23][CH2:24][CH2:25][N:26]1[CH2:27][CH2:28][C:29]([OH:32])([c:33]3[cH:34][cH:35][c:36]([Cl:39])[cH:37][cH:38]3)[CH2:30][CH2:31]1)[c:16]1[c:17]([n:18][cH:19][cH:20][cH:21]1)[O:22]2. The reactants are OC1=CC=C(C#N)C=C1 (4-hydroxybenzonitrile), BrCCCCCCCCCCCCCCCCCC (1-bromooctadecane), C([O-])([O-])=O.[K+].[K+] (potassium carbonate), CN1C(CCC1)=O (N-methylpyrrolidone). Run in O (water). Conditions: temperature 120 celsius. Product: C(CCCCCCCCCCCCCCCCC)OC1=CC=C(C#N)C=C1 (4-Octadecyloxybenzonitrile). Reaction SMILES: [OH:1][C:2]1[CH:9]=[CH:8][C:5]([C:6]#[N:7])=[CH:4][CH:3]=1.Br[CH2:11][CH2:12][CH2:13][CH2:14][CH2:15][CH2:16][CH2:17][CH2:18][CH2:19][CH2:20][CH2:21][CH2:22][CH2:23][CH2:24][CH2:25][CH2:26][CH2:27][CH3:28].C(=O)([O-])[O-].[K+].[K+].CN1CCCC1=O>O>[CH2:28]([O:1][C:2]1[CH:9]=[CH:8][C:5]([C:6]#[N:7])=[CH:4][CH:3]=1)[CH2:27][CH2:26][CH2:25][CH2:24][CH2:23][CH2:22][CH2:21][CH2:20][CH2:19][CH2:18][CH2:17][CH2:16][CH2:15][CH2:14][CH2:13][CH2:12][CH3:11] |f:2.3.4|. Procedure: In a 750 ml sulfonating flask, 30.0 g (0.252 mol) of 4-hydroxybenzonitrile, 84.0 g (0.252 mol) of 1-bromooctadecane and 48.7 g (0.353 mol) of finely ground potassium carbonate are introduced into 200 ml of N-methylpyrrolidone (NMP) under a nitrogen atmosphere and heated at 120° C., with stirring. After being stirred for 15 hours, the mixture is cooled to room temperature and poured into 2 liters of water, whereupon a light-beige solid precipitates out, which is filtered off and washed with water...